describe an organic reaction: reactants, conditions, products, and yield From a dataset of the Open Reaction Database (ORD), a public repository of structured organic reaction records. The reactants are BrCCCCCCBr, [Na+], [OH-], O, OCCCCOc1ccc2ccccc2c1. The product is BrCCCCCCOCCCCOc1ccc2ccccc2c1. RXN SMILES: [Br:17][CH2:18][CH2:19][CH2:20][CH2:21][CH2:22][CH2:23][Br:24].[Na+:26].[OH-:25].[OH2:27].[cH:1]1[c:2]([O:11][CH2:12][CH2:13][CH2:14][CH2:15][OH:16])[cH:3][cH:4][c:5]2[cH:6][cH:7][cH:8][cH:9][c:10]12>>[cH:1]1[c:2]([O:11][CH2:12][CH2:13][CH2:14][CH2:15][O:16][CH2:23][CH2:22][CH2:21][CH2:20][CH2:19][CH2:18][Br:17])[cH:3][cH:4][c:5]2[cH:6][cH:7][cH:8][cH:9][c:10]12.